From a dataset of the Open Reaction Database (ORD), a public repository of structured organic reaction records. describe an organic reaction: reactants, conditions, products, and yield The reactants are C[Si](C)(C)C#C (trimethylsilylacetylene), C(CCC)[Li] (n-butyllithium), ClCCCCI (1-chloro-4-iodobutane), O (water). Run in O1CCCC1 (tetrahydrofuran), O1CCCC1 (tetrahydrofuran). Run at time 30 minute. Product: ClCCCCC#C[Si](C)(C)C (6-Chloro-1-trimethylsilylhex-1-yne). RXN SMILES: [CH3:1][Si:2]([C:5]#[CH:6])([CH3:4])[CH3:3].C([Li])CCC.[Cl:12][CH2:13][CH2:14][CH2:15][CH2:16]I.O>O1CCCC1>[Cl:12][CH2:13][CH2:14][CH2:15][CH2:16][C:6]#[C:5][Si:2]([CH3:4])([CH3:3])[CH3:1]. Procedure details: A solution of trimethylsilylacetylene (4.9 g., Aldrich) in dry tetrahydrofuran (40 ml.) was stirred at 0° under a current of nitrogen and n-butyllithium (31.25 ml. of 1.6M solution in hexane) was added dropwise. The solution was stirred for 30 minutes and a solution of 1-chloro-4-iodobutane (10.9 g.) in dry tetrahydrofuran (30 ml.) was added. The reaction mixture was allowed to warm to 20° and stirred for 18 hours. The mixture was poured into water and the aqueous mixture was extracted with diet... The reactants are CCOC(=O)C(Cc1ccccc1)Oc1ccc(-c2ccc(C)n2CCCOc2ccc(Cc3ccccc3)cc2)cc1, C1CCOC1, CO, Cl, [K+], [OH-]. Yields the product Cc1ccc(-c2ccc(OC(Cc3ccccc3)C(=O)O)cc2)n1CCCOc1ccc(Cc2ccccc2)cc1. RXN SMILES: [CH2:1]([c:2]1[cH:3][cH:4][cH:5][cH:6][cH:7]1)[c:8]1[cH:9][cH:10][c:11]([O:12][CH2:13][CH2:14][CH2:15][n:16]2[c:17](-[c:22]3[cH:23][cH:24][c:25]([O:26][CH:27]([C:28](=[O:29])[O:30][CH2:31][CH3:32])[CH2:33][c:34]4[cH:35][cH:36][cH:37][cH:38][cH:39]4)[cH:40][cH:41]3)[cH:18][cH:19][c:20]2[CH3:21])[cH:42][cH:43]1.[CH2:47]1[O:48][CH2:49][CH2:50][CH2:51]1.[CH3:52][OH:53].[ClH:46].[K+:45].[OH-:44]>>[CH2:1]([c:2]1[cH:3][cH:4][cH:5][cH:6][cH:7]1)[c:8]1[cH:9][cH:10][c:11]([O:12][CH2:13][CH2:14][CH2:15][n:16]2[c:17](-[c:22]3[cH:23][cH:24][c:25]([O:26][CH:27]([C:28](=[O:29])[OH:30])[CH2:33][c:34]4[cH:35][cH:36][cH:37][cH:38][cH:39]4)[cH:40][cH:41]3)[cH:18][cH:19][c:20]2[CH3:21])[cH:42][cH:43]1. Reactants: C1(CCCCC1)[Mg]Br (cyclohexylmagnesium bromide), C1(CCCCC1)Br (cyclohexylbromide), [Mg] (magnesium), C(C)(=O)O (acetic acid), BrC=1C=CC(=C(C=O)C1)O (5-bromo-2-hydroxybenzaldehyde). The solvent is C1CCOC1 (THF), C1CCOC1 (THF), O1CCCC1 (tetrahydrofuran). Reaction conditions: temperature -78 celsius, time 1.5 hour. The product is BrC=1C=CC(=C(C1)C(O)C1CCCCC1)O ((5-Bromo-2-hydroxyphenyl)cyclohexylmethanol). Isolated yield 147.0%. RXN SMILES: [Br:1][C:2]1[CH:3]=[CH:4][C:5]([OH:10])=[C:6]([CH:9]=1)[CH:7]=[O:8].[CH:11]1([Mg]Br)[CH2:16][CH2:15][CH2:14][CH2:13][CH2:12]1.C1(Br)CCCCC1.[Mg].C(O)(=O)C>O1CCCC1>[Br:1][C:2]1[CH:3]=[CH:4][C:5]([OH:10])=[C:6]([CH:7]([CH:11]2[CH2:16][CH2:15][CH2:14][CH2:13][CH2:12]2)[OH:8])[CH:9]=1. Reported procedure: A solution of 3.35 g (0.0167 mole) 5-bromo-2-hydroxybenzaldehyde in 15 ml dry tetrahydrofuran (HF) was cooled to -78° C. To this was added dropwise over seven minutes, a solution of 9.37 g (0.050 mole) cyclohexylmagnesium bromide (prepared by reaction of cyclohexylbromide with an equimolar amount of magnesium turnings in THF under anhydrous conditions) in THF (50 ml). The reaction mixture was stirred at -78° C. for 1.5 hours, then at -10° C. for another hour. The reaction was quenched by additio... Starting materials: [N+](=O)([O-])CC(C1=CC(=CC=C1)C(F)(F)F)NC(OC(C)(C)C)=O (tert-Butyl {2-nitro-1-[3-(trifluoromethyl)phenyl]ethyl}carbamate). Reagents/catalysts: [Pd] (palladium). Run in CO (methanol). The product is NCC(C1=CC(=CC=C1)C(F)(F)F)NC(OC(C)(C)C)=O (tert-Butyl {2-amino-1-[3-(trifluoromethyl)phenyl]ethyl}carbamate). As a reaction SMILES: [N+:1]([CH2:4][CH:5]([NH:16][C:17](=[O:23])[O:18][C:19]([CH3:22])([CH3:21])[CH3:20])[C:6]1[CH:11]=[CH:10][CH:9]=[C:8]([C:12]([F:15])([F:14])[F:13])[CH:7]=1)([O-])=O>CO.[Pd]>[NH2:1][CH2:4][CH:5]([NH:16][C:17](=[O:23])[O:18][C:19]([CH3:21])([CH3:20])[CH3:22])[C:6]1[CH:11]=[CH:10][CH:9]=[C:8]([C:12]([F:15])([F:14])[F:13])[CH:7]=1. Reported procedure: Of the compound from Example 12A, 248 mg (1.04 mmol) were introduced in methanol and admixed with 20 mg of palladium (10% on activated carbon). Hydrogenation took place under atmospheric pressure at RT overnight. The reaction mixture was filtered and the filtrate concentrated under reduced pressure. This gave 300 mg (88% of theory) of the title compound. Starting materials: C(C1=CC=CC=C1)C1=NC(=CC=C1I)N1C[C@H]([C@@H](C1)OC)OS(=O)(=O)C1=CC(=CC=C1)[N+](=O)[O-] (2-benzyl-6-((3R,4R)-3-(3-nitrobenzenesulfonyl)oxy-4-methoxypyrrolidine-1-yl]-3-iodopyridine), [Cl-].[Li+] (lithium chloride), CN(C=O)C (N,N-dimethylformamide). The solvent is O (water). Run at temperature 75 celsius, time 9 hour. Yields the product C(C1=CC=CC=C1)C1=NC(=CC=C1I)N1C[C@@H]([C@@H](C1)OC)Cl (2-Benzyl-6-[(3S,4R)-3-chloro-4-methoxypyrrolidine-1-yl]-3-iodopyridine). Isolated yield 48.9%. RXN SMILES: [CH2:1]([C:8]1[C:13]([I:14])=[CH:12][CH:11]=[C:10]([N:15]2[CH2:19][C@@H:18]([O:20][CH3:21])[C@H:17](OS(C3C=CC=C([N+]([O-])=O)C=3)(=O)=O)[CH2:16]2)[N:9]=1)[C:2]1[CH:7]=[CH:6][CH:5]=[CH:4][CH:3]=1.[Cl-:35].[Li+].CN(C)C=O>O>[CH2:1]([C:8]1[C:13]([I:14])=[CH:12][CH:11]=[C:10]([N:15]2[CH2:19][C@@H:18]([O:20][CH3:21])[C@@H:17]([Cl:35])[CH2:16]2)[N:9]=1)[C:2]1[CH:7]=[CH:6][CH:5]=[CH:4][CH:3]=1 |f:1.2|. Procedure details: A mixture of 553 g of 2-benzyl-6-((3R,4R)-3-(3-nitrobenzenesulfonyl)oxy-4-methoxypyrrolidine-1-yl]-3-iodopyridine, 79 mg of lithium chloride and 5.0 ml of N,N-dimethylformamide was heated under stirring at 75° C. for 9 hours. After cooling as it was, water was added to the reaction mixture and the mixture was extracted with ethyl acetate. The organic phase was washed with water and brine, and the solvent was removed. The residue was subjected to NH-silica gel (Fuji Silicia) column chromatography... The reactants are CC[C@@]1(C2=C(COC1=O)C(=O)N3CC=4C=C5C=CC=CC5=NC4C3=C2)O (camptothecin), [H][H] (hydrogen), CCCCCCC (heptane). Reagents/catalysts: [Ni] (nickel). The solvent is C(C)(=O)O (acetic acid). Run at temperature 110 celsius. The product is CC[C@@]1(C2=C(COC1=O)C(=O)N3CC4CC5=CC=CC=C5NC4C3=C2)O (1,2,6,7-tetrahydrocamptothecin). The yield is 95.7%. Reaction SMILES: [CH3:1][CH2:2][C@@:3]1([OH:26])[C:8](=[O:9])[O:7][CH2:6][C:5]2[C:10]([N:12]3[C:24](=[CH:25][C:4]1=2)[C:23]1[N:22]=[C:21]2[C:16]([CH:17]=[CH:18][CH:19]=[CH:20]2)=[CH:15][C:14]=1[CH2:13]3)=[O:11].[H][H].CCCCCCC>C(O)(=O)C.[Ni]>[CH3:1][CH2:2][C@@:3]1([OH:26])[C:8](=[O:9])[O:7][CH2:6][C:5]2[C:10]([N:12]3[C:24](=[CH:25][C:4]1=2)[CH:23]1[CH:14]([CH2:15][C:16]2[C:21]([NH:22]1)=[CH:20][CH:19]=[CH:18][CH:17]=2)[CH2:13]3)=[O:11]. Reported procedure: In a 350 mL high pressure autoclave, 6 g (17.2 mmol) of camptothecin was suspended in 60 mL of acetic acid, and into which 2.4 g of stabilized nickel catalyst (N113) was added. After substituting the atmosphere in the autoclave with hydrogen, the suspension was heated at 110° C. under 2.0 MPa for 3 hours with stirring, whereat the starting material disappeared. The reaction liquid was cooled off to room temperature, filtered on 3 g of Celite and washed with 30 mL of acetic acid. The filtrate was... Starting materials: ClC=1C(=C2C(C(CCN2C1C=1C=NC=CC1)(Cl)Cl)=O)C#N (2,7,7-trichloro-8-oxo-3-pyridin-3-yl-5,6,7,8-tetrahydroindolizine-1-carbonitrile), C(C)(=O)O (acetic acid). The reagents and catalysts are [Pd] (palladium on carbon). Run in C(C)O (ethanol), C(C)O (ethanol). The product is ClC=1C(=C2C(CCCN2C1C=1C=NC=CC1)=O)C#N (2-chloro-8-oxo-3-pyridin-3-yl-5,6,7,8-tetrahydroindolizine-1-carbonitrile). Isolated yield 87.5%. Reaction SMILES: [Cl:1][C:2]1[C:3]([C:20]#[N:21])=[C:4]2[N:9]([C:10]=1[C:11]1[CH:12]=[N:13][CH:14]=[CH:15][CH:16]=1)[CH2:8][CH2:7][C:6](Cl)(Cl)[C:5]2=[O:19].C(O)(=O)C>C(O)C.[Pd]>[Cl:1][C:2]1[C:3]([C:20]#[N:21])=[C:4]2[N:9]([C:10]=1[C:11]1[CH:12]=[N:13][CH:14]=[CH:15][CH:16]=1)[CH2:8][CH2:7][CH2:6][C:5]2=[O:19]. Procedure: A suspension of 10.14 g of 2,7,7-trichloro-8-oxo-3-pyridin-3-yl-5,6,7,8-tetrahydroindolizine-1-carbonitrile and 300 cm3 of acetic acid in 1000 cm3 of ethanol is stirred under argon, and 3.06 g of 10% palladium on carbon in 50 cm3 of ethanol are added. The reaction mixture is bubbled with hydrogen for 2 hours at room temperature, and then filtered on No. 3 sintered glass covered with Celite. The cake is washed with twice 50 cm3 of ethanol and the filtrate is then concentrated to dryness under red... Starting materials: O=C([O-])[O-], CC(=O)SCCOCc1ccccc1, CO, [K+], [K+], O. The product is SCCOCc1ccccc1. RXN SMILES: [C:1](=[O:2])([O-:3])[O-:4].[C:7](=[O:8])([S:9][CH2:10][CH2:11][O:12][CH2:13][c:14]1[cH:15][cH:16][cH:17][cH:18][cH:19]1)[CH3:20].[CH3:22][OH:23].[K+:5].[K+:6].[OH2:21]>>[SH:9][CH2:10][CH2:11][O:12][CH2:13][c:14]1[cH:15][cH:16][cH:17][cH:18][cH:19]1.